Dataset: the Open Reaction Database (ORD), a public repository of structured organic reaction records. Task: describe an organic reaction: reactants, conditions, products, and yield Reactants: C(C)(=O)O[C@H]1[C@H](OC2=C(C=CC=C2)C#N)SC[C@H]([C@@H]1OC(C)=O)OC(C)=O (2-cyanophenyl 2,3,4-tri-O-acetyl-5-thio-β-D-xylopyranoside), solution, C[O-].[Na+] (sodium methylate). The solvent is CO (methanol), CO (methanol). Product: O([C@H]1[C@H](O)[C@@H](O)[C@H](O)CS1)C1=C(C=CC=C1)C#N (2-cyanophenyl 5-thio-β-D-xylopyranoside). Isolated yield 87.6%. Reaction SMILES: C([O:4][C@@H:5]1[C@@H:19]([O:20]C(=O)C)[C@H:18]([O:24]C(=O)C)[CH2:17][S:16][C@H:6]1[O:7][C:8]1[CH:13]=[CH:12][CH:11]=[CH:10][C:9]=1[C:14]#[N:15])(=O)C.C[O-].[Na+]>CO>[O:7]([C:8]1[CH:13]=[CH:12][CH:11]=[CH:10][C:9]=1[C:14]#[N:15])[C@@H:6]1[S:16][CH2:17][C@@H:18]([OH:24])[C@H:19]([OH:20])[C@H:5]1[OH:4] |f:1.2|. Procedure: If the procedure described in Preparation LXXXIV is followed starting from 1.26 g (3.2.10-3 mol) of 2-cyanophenyl 2,3,4-tri-O-acetyl-5-thio-β-D-xylopyranoside and 0.2 ml of a solution of sodium methylate in methanol (8% w/v of Na), reacted in 70 ml of methanol for 30 min, 0.75 g (yield: 88%) of the expected product is obtained after precipitation in ether and lyophilization. Starting materials: ( 76 ), N=1C=CN2C1C(=CC=C2)C=O (Imidazo[1,2-a]pyridine-8-carbaldehyde), ( 100 ), ( 30 ), [K+].[Br-] (KBr), ( 99 ), ( 54 ). Yields the product BrC1=CN=C2N1C=CC=C2C=O (3-Bromoimidazo[1,2-a]pyridine-8-carbaldehyde). RXN SMILES: [N:1]1[CH:2]=[CH:3][N:4]2[CH:9]=[CH:8][CH:7]=[C:6]([CH:10]=[O:11])[C:5]=12.[K+].[Br-:13]>>[Br:13][C:3]1[N:4]2[CH:9]=[CH:8][CH:7]=[C:6]([CH:10]=[O:11])[C:5]2=[N:1][CH:2]=1 |f:1.2|. Procedure: From 4a (yield: 35%); mp 104-106° C.; IR (KBr) 1694, 1186 cm−1; 1H NMR (400 MHz, CDCl3) δ 7.09 (t, 1H J=7 Hz), 7.74 (s, 1H), 7.86 (d, 1H, J=7 Hz), 8.32 (d, 1H, J=7 Hz), 10.66 (s, 1H); 13C NMR (100 MHz, CDCl3) δ 96.4, 112.9, 124.2, 127.1, 128.5, 134.6, 144.2, 188.2; MS m/z 226 (M++2, 45), 224 (M+, 46), 198 (99), 196 (100), 117 (76), 90 (54), 63 (30). Reactants: ClC1=C(C(=O)OC(C)(C)C)C=CC(=C1)C(=C)C (tert-butyl 2-chloro-4-(prop-1-en-2-yl)benzoate). Reagents/catalysts: [Pt](=O)=O (platinum(IV) oxide). The solvent is CO (methanol). Reaction conditions: time 24 hour. Product: ClC1=C(C(=O)OC(C)(C)C)C=CC(=C1)C(C)C (tert-butyl 2-chloro-4-isopropylbenzoate). The yield is 74.5%. Reaction SMILES: [Cl:1][C:2]1[CH:14]=[C:13]([C:15]([CH3:17])=[CH2:16])[CH:12]=[CH:11][C:3]=1[C:4]([O:6][C:7]([CH3:10])([CH3:9])[CH3:8])=[O:5]>CO.[Pt](=O)=O>[Cl:1][C:2]1[CH:14]=[C:13]([CH:15]([CH3:17])[CH3:16])[CH:12]=[CH:11][C:3]=1[C:4]([O:6][C:7]([CH3:10])([CH3:9])[CH3:8])=[O:5]. Procedure details: To a solution of tert-butyl 2-chloro-4-(prop-1-en-2-yl)benzoate (200 mg, 0.79 mmol) in methanol (20 mL) was added platinum(IV) oxide (20 mg). The resultant reaction mixture was stirred at room temperature for 24 hours under hydrogen atmosphere. Insoluble matters were removed using celite, and the filtrate was concentrated in vacuo to give tert-butyl 2-chloro-4-isopropylbenzoate (150 mg, 74.4%) as a white solid which was used in the next step directly. LRMS (M+H+) m/z: calcd 255.11. found 255 1H ... Starting materials: Fc1cc(F)c(Br)cc1Br, [Li]CCCC, CN(C)C=O, CCOCC, CCCCCC. Product: O=Cc1cc(Br)c(F)cc1F. RXN SMILES: [Br:12][c:13]1[c:14]([F:21])[cH:15][c:16]([F:20])[c:17]([Br:19])[cH:18]1.[CH2:1]([Li:2])[CH2:3][CH2:4][CH3:5].[CH3:22][N:23]([CH:24]=[O:25])[CH3:26].[CH3:27][CH2:28][O:29][CH2:30][CH3:31].[CH3:6][CH2:7][CH2:8][CH2:9][CH2:10][CH3:11]>>[c:13]1([CH:24]=[O:25])[c:14]([F:21])[cH:15][c:16]([F:20])[c:17]([Br:19])[cH:18]1. Reactants: [N+](=O)([O-])C=1C=C(C=CC1)[C@@H](C)NC(OCC1=CC=CC=C1)=O ((R)-benzyl 1-(3-nitrophenyl)ethylcarbamate), CCO (EtOH), O (water). The reagents and catalysts are [Fe] (Fe). The solvent is CC(=O)O (AcOH). The product is NC=1C=C(C=CC1)[C@@H](C)NC(OCC1=CC=CC=C1)=O ((R)-benzyl 1-(3-aminophenyl)ethylcarbamate). Isolated yield 59.8%. As a reaction SMILES: [N+:1]([C:4]1[CH:5]=[C:6]([C@H:10]([NH:12][C:13](=[O:22])[O:14][CH2:15][C:16]2[CH:21]=[CH:20][CH:19]=[CH:18][CH:17]=2)[CH3:11])[CH:7]=[CH:8][CH:9]=1)([O-])=O.CCO.O>[Fe].CC(O)=O>[NH2:1][C:4]1[CH:5]=[C:6]([C@H:10]([NH:12][C:13](=[O:22])[O:14][CH2:15][C:16]2[CH:17]=[CH:18][CH:19]=[CH:20][CH:21]=2)[CH3:11])[CH:7]=[CH:8][CH:9]=1. Procedure details: To a refluxing solution of 64A (5 g, 16.7 mmol), EtOH (100 mL), water (30 mL) and AcOH (15 mL) was added portion-wise Fe powder (5 g, 89 mmol) over 30 min. The mixture was heated for 1 h. before cooling to ambient temperature. and filtering through celite. The filtrate was concentrated in vacuo to afford 64B (2.7 g, 61%) as an oil. MS (ESI) m/z 271.2 (M+H)+. The reactants are Fc1ccc(Br)cc1, COc1ccc2[nH]ccc2c1, CS(C)=O, [F-], [K+], C1COCCOCCOCCOCCOCCO1, O. Product: COc1ccc2c(ccn2-c2ccc(Br)cc2)c1. Reaction SMILES: [Br:12][c:13]1[cH:14][cH:15][c:16]([F:19])[cH:17][cH:18]1.[CH3:1][O:2][c:3]1[cH:4][c:5]2[cH:6][cH:7][nH:8][c:9]2[cH:10][cH:11]1.[CH3:40][S:41]([CH3:42])=[O:43].[F-:38].[K+:39].[O:20]1[CH2:21][CH2:22][O:23][CH2:24][CH2:25][O:26][CH2:27][CH2:28][O:29][CH2:30][CH2:31][O:32][CH2:33][CH2:34][O:35][CH2:36][CH2:37]1.[OH2:44]>>[CH3:1][O:2][c:3]1[cH:4][c:5]2[cH:6][cH:7][n:8](-[c:16]3[cH:15][cH:14][c:13]([Br:12])[cH:18][cH:17]3)[c:9]2[cH:10][cH:11]1. Starting materials: N1CCNCC1 (piperazine), C(C)#N.O (acetonitrile water), N-hydroxysuccinimide ester, C(C)(C)(C)OC(=O)N[C@@H](C)C(=O)O (N-(tert-butoxycarbonyl)-L-alanine). Run in CN(C)C=O (DMF), CN(C)C=O (DMF). The product is C(C)(C)(C)OC(=O)N[C@@H](C)C(=O)N1CCNCC1 (N-(tert-Butoxycarbonyl-L-alanyl)-piperazine). The yield is 88.0%. As a reaction SMILES: [C:1]([O:5][C:6]([NH:8][C@H:9]([C:11]([OH:13])=O)[CH3:10])=[O:7])([CH3:4])([CH3:3])[CH3:2].[NH:14]1[CH2:19][CH2:18][NH:17][CH2:16][CH2:15]1.C(#N)C.O>CN(C=O)C>[C:1]([O:5][C:6]([NH:8][C@H:9]([C:11]([N:14]1[CH2:19][CH2:18][NH:17][CH2:16][CH2:15]1)=[O:13])[CH3:10])=[O:7])([CH3:2])([CH3:3])[CH3:4] |f:2.3|. Procedure details: 1.15 g of the N-hydroxysuccinimide ester of N-(tert-butoxycarbonyl)-L-alanine are dissolved in 100 ml of DMF and the solution is added dropwise over 6 hours to a mixture of 3.4 g (10 equivalents) of piperazine in 200 ml of DMF. The mixture is concentrated and the residue is taken up in water and extracted three times with 200 ml of dichloromethane each time. The organic phase is dried and the solvent is removed under reduced pressure. The target compound is obtained in a yield of 88%. [TLC: acet...